From a dataset of the Open Reaction Database (ORD), a public repository of structured organic reaction records. describe an organic reaction: reactants, conditions, products, and yield The reactants are ClC=1C(=C(C=CC1)N1N=CC(=C1C)C(=O)OCC)F (Ethyl 1-(3-chloro-2-fluorophenyl)-5-methyl-1H-pyrazole-4-carboxylate), CN(C)C=C(C(=O)OCC)C(C)=O (ethyl 2-((dimethylamino)methylene)-3-oxobutanoate), Cl.ClC=1C(=C(C=CC1)NN)F ((3-chloro-2-fluorophenyl)hydrazine hydrochloride), TEA. Run in CCO (EtOH). Conditions: time 10 minute. Yields the product ClC=1C(=C(C=CC1)N1N=CC(=C1C)C(=O)O)F (1-(3-Chloro-2-fluorophenyl)-5-methyl-1H-pyrazole-4-carboxylic acid), ClC=1C(=C(C=CC1)N1N=CC(=C1C)C(=O)OCC)F (ethyl 1-(3-chloro-2-fluorophenyl)-5-methyl-1H-pyrazole-4-carboxylate). Yield: 28.0%. RXN SMILES: [Cl:1][C:2]1[C:3]([F:19])=[C:4]([N:8]2[C:12]([CH3:13])=[C:11]([C:14]([O:16][CH2:17][CH3:18])=[O:15])[CH:10]=[N:9]2)[CH:5]=[CH:6][CH:7]=1.CN(C=C(C(=O)C)C(OCC)=O)C.Cl.ClC1C(F)=C(NN)C=CC=1>CCO>[Cl:1][C:2]1[C:3]([F:19])=[C:4]([N:8]2[C:12]([CH3:13])=[C:11]([C:14]([OH:16])=[O:15])[CH:10]=[N:9]2)[CH:5]=[CH:6][CH:7]=1.[Cl:1][C:2]1[C:3]([F:19])=[C:4]([N:8]2[C:12]([CH3:13])=[C:11]([C:14]([O:16][CH2:17][CH3:18])=[O:15])[CH:10]=[N:9]2)[CH:5]=[CH:6][CH:7]=1 |f:2.3|. Reported procedure: Ethyl 1-(3-chloro-2-fluorophenyl)-5-methyl-1H-pyrazole-4-carboxylate: (Reference: Herold, P. et al., Tetrahedron, 56:6497-6499 (2000)) A solution of ethyl 2-((dimethylamino)methylene)-3-oxobutanoate (0.517 g, 2.79 mmol), (3-chloro-2-fluorophenyl)hydrazine hydrochloride (0.500 g, 2.54 mmol) in EtOH (2.54 mL) and TEA (0.707 mL, 5.08 mmol) was stirred at rt. After 10 min, the reaction mixture was concentrated and purified by silica gel chromatography. The desired product, ethyl 1-(3-chloro-2-fluoro... Isolated yield 89.5%. Solvent: CN(C=O)C (dimethylformamide). RXN SMILES: [OH:1][C:2]1[CH:3]=[C:4]([CH:7]=[CH:8][CH:9]=1)[CH:5]=[O:6].[H-].[Na+].Br[CH2:13][CH2:14][CH2:15][CH3:16]>CN(C)C=O>[CH2:13]([O:1][C:2]1[CH:3]=[C:4]([CH:7]=[CH:8][CH:9]=1)[CH:5]=[O:6])[CH2:14][CH2:15][CH3:16] |f:1.2|. Run at temperature 85 celsius, time 35 minute. The product is C(CCC)OC=1C=C(C=O)C=CC1 (3-Butyloxybenzaldehyde). Reactants: ice water, OC=1C=C(C=O)C=CC1 (3-Hydroxybenzaldehyde), [H-].[Na+] (sodium hydride), BrCCCC (1-bromobutane). Procedure: 3-Hydroxybenzaldehyde (61 g) was added over 40 minutes to a suspension of sodium hydride (13.0 g) in dimethylformamide (700 cm3), the temperature of the reaction mixture being kept below 10° C. by means of a CO2 /oxitol bath. After stirring for 35 minutes, 1-bromobutane (73 g) was added dropwise over one hour and the mixture was then stirred at room temperature for 2.5 hours followed by heating at 85° C. for a further 2.5 hours. The resulting mixture was poured into ice water (1000 cm3) and was ...